From a dataset of the Open Reaction Database (ORD), a public repository of structured organic reaction records. describe an organic reaction: reactants, conditions, products, and yield Starting materials: C(C=C)N=C=O (allyl isocyanate), N(O)=C1SCOC1C (4-oximino-5-methyl-1,3-oxathiolane). Reagents/catalysts: CCOCC (ether). Solvent: C(C)N(CC)CC (triethylamine). Yields the product C(C=C)NC(=O)ON=C1SCOC1C (4-(ALLYLCARBAMOYLOXIMINO)-5-METHYL-1,3-OXATHIOLANE). Reaction SMILES: [CH2:1]([N:4]=[C:5]=[O:6])[CH:2]=[CH2:3].[N:7](=[C:9]1[CH:13]([CH3:14])[O:12][CH2:11][S:10]1)[OH:8]>CCOCC.C(N(CC)CC)C>[CH2:1]([NH:4][C:5]([O:8][N:7]=[C:9]1[CH:13]([CH3:14])[O:12][CH2:11][S:10]1)=[O:6])[CH:2]=[CH2:3]. Procedure details: A quantity of 3 ml of allyl isocyanate was caused to react with 3 grams of 4-oximino-5-methyl-1,3-oxathiolane dissolved in 50 ml of ether containing 2 drops of triethylamine over a period of 20 hours at room temperature. Conventional workup and recrystallization from isopropyl ether afforded 3 grams of product, mp 66.0°-67.5°, structure confirmed by spectral analysis.